From a dataset of the Open Reaction Database (ORD), a public repository of structured organic reaction records. describe an organic reaction: reactants, conditions, products, and yield Starting materials: Cl.C12(CC3CC(CC(C1)C3)C2)CC2CCNCC2 (4-(1-adamantylmethyl)piperidine hydrochloride), OC1=CC=C(OCCBr)C=C1 (2-(4-hydroxyphenoxy)ethyl bromide). Yields the product C12(CC3CC(CC(C1)C3)C2)CC2CCN(CC2)CCOC2=CC=C(C=C2)O (4-(1-Adamantylmethyl)-1-(2-(4-hydroxyphenoxy)ethyl)piperidine). Reaction SMILES: Cl.[C:2]12([CH2:12][CH:13]3[CH2:18][CH2:17][NH:16][CH2:15][CH2:14]3)[CH2:11][CH:6]3[CH2:7][CH:8]([CH2:10][CH:4]([CH2:5]3)[CH2:3]1)[CH2:9]2.[OH:19][C:20]1[CH:29]=[CH:28][C:23]([O:24][CH2:25][CH2:26]Br)=[CH:22][CH:21]=1>>[C:2]12([CH2:12][CH:13]3[CH2:18][CH2:17][N:16]([CH2:26][CH2:25][O:24][C:23]4[CH:28]=[CH:29][C:20]([OH:19])=[CH:21][CH:22]=4)[CH2:15][CH2:14]3)[CH2:11][CH:6]3[CH2:5][CH:4]([CH2:10][CH:8]([CH2:7]3)[CH2:9]1)[CH2:3]2 |f:0.1|. Procedure details: b)The title compound was prepared from 4-(1-adamantylmethyl)piperidine hydrochloride (350 mg, 1.30 mmol) and 2-(4-hydroxyphenoxy)ethyl bromide (295 mg, 1.36 mmol) as a beige crystalline solid (387 mg, 81%): mp 178-179° C.; 1H NMR (DMSO-d6) 0.93 (d, J=5.1, 2H), 1.05-1.70 (m, 17H), 1.85-2.07 (m, 5H), 2.56 (t, J=6.0, 2H), 2.72-2.88 (m, 2H), 3.90 (t, J=6.0, 2H), 6.63 (d, J=9.0, 2H), 6.71 (d, J=9.0, 2H), 8.88 (bs, 1H); Anal. calcd for C24H35NO2: C, 78.00; H, 9.55; N, 3.79. Found: C, 78.03; H, 9.44; N... Reactants: C([O-])(O)=O.[Na+] (sodium bicarbonate), C(C)(C)[N-]C(C)C.[Li+] (lithium diisopropylamide), C(CCC)[Li] (n-butyllithium), C(C)(C)NC(C)C (diisopropylamine), ClC1=NC=CC(=C1)C(F)(F)F (2-chloro-4-trifluoromethylpyridine), C(C1=CC=CC=C1)OC=1C(=CC(=C(C=O)C1)C)OC (5-benzyloxy-4-methoxy-2-methylbenzaldehyde), [Cl-].[NH4+] (ammonium chloride). Run in C(C)(=O)OCC (ethyl acetate), O1CCCC1 (tetrahydrofuran), O1CCCC1 (tetrahydrofuran), CCCCCC (hexane), O1CCCC1 (tetrahydrofuran), O1CCCC1 (tetrahydrofuran). Run at temperature -50 celsius, time 1 hour. Product: C(C1=CC=CC=C1)OC=1C(=CC(=C(C1)C(O)C=1C(=NC=CC1C(F)(F)F)Cl)C)OC ((5-benzyloxy-4-methoxy-2-methylphenyl)(2-chloro-4-trifluoromethyl-3-pyridyl)methanol). Isolated yield 95.6%. Reaction SMILES: C([Li])CCC.C(NC(C)C)(C)C.C([N-]C(C)C)(C)C.[Li+].[Cl:21][C:22]1[CH:27]=[C:26]([C:28]([F:31])([F:30])[F:29])[CH:25]=[CH:24][N:23]=1.[CH2:32]([O:39][C:40]1[C:41]([O:49][CH3:50])=[CH:42][C:43]([CH3:48])=[C:44]([CH:47]=1)[CH:45]=[O:46])[C:33]1[CH:38]=[CH:37][CH:36]=[CH:35][CH:34]=1.[Cl-].[NH4+].C(=O)(O)[O-].[Na+]>C(OCC)(=O)C.O1CCCC1.CCCCCC>[CH2:32]([O:39][C:40]1[C:41]([O:49][CH3:50])=[CH:42][C:43]([CH3:48])=[C:44]([CH:45]([C:27]2[C:22]([Cl:21])=[N:23][CH:24]=[CH:25][C:26]=2[C:28]([F:29])([F:30])[F:31])[OH:46])[CH:47]=1)[C:33]1[CH:34]=[CH:35][CH:36]=[CH:37][CH:38]=1 |f:2.3,6.7,8.9|. Procedure details: A hexane solution (11.4 ml) of n-butyllithium was dropwise added to a tetrahydrofuran (45 ml) solution of diisopropylamine (2.81 g) at 0° C., followed by stirring for 1 hour to prepare a tetrahydrofuran solution of lithium diisopropylamide. The solution was cooled to −50° C., and a tetrahydrofuran (7.5 ml) solution of 2-chloro-4-trifluoromethylpyridine (2.81 g) was gradually added thereto, followed by stirring at the same temperature for 30 minutes. The solution was cooled to −78° C., and a tetr... The reactants are O=C([O-])[O-], CC1CCCN1, CS(C)=O, N#Cc1ccc(F)c2ccsc12, [K+], [K+], O. Yields the product CC1CCCN1c1ccc(C#N)c2sccc12. RXN SMILES: [C:19](=[O:20])([O-:21])[O-:22].[CH3:13][CH:14]1[NH:15][CH2:16][CH2:17][CH2:18]1.[CH3:25][S:26]([CH3:27])=[O:28].[F:1][c:2]1[cH:3][cH:4][c:5]([C:11]#[N:12])[c:6]2[c:7]1[cH:8][cH:9][s:10]2.[K+:23].[K+:24].[OH2:29]>>[c:2]1([N:15]2[CH:14]([CH3:13])[CH2:18][CH2:17][CH2:16]2)[cH:3][cH:4][c:5]([C:11]#[N:12])[c:6]2[c:7]1[cH:8][cH:9][s:10]2.